This data is from the Open Reaction Database (ORD), a public repository of structured organic reaction records. The task is: describe an organic reaction: reactants, conditions, products, and yield The reactants are [Cl-], O=C(NCC#Cc1cnccc1Oc1ccc([N+](=O)[O-])cc1F)N1CCCC1CN1CCCC1, [NH4+]. Yields the product Nc1ccc(Oc2ccncc2C#CCNC(=O)N2CCCC2CN2CCCC2)c(F)c1. As a reaction SMILES: [Cl-:35].[F:1][c:2]1[c:3]([O:4][c:5]2[c:6]([C:11]#[C:12][CH2:13][NH:14][C:15](=[O:16])[N:17]3[CH:18]([CH2:22][N:23]4[CH2:24][CH2:25][CH2:26][CH2:27]4)[CH2:19][CH2:20][CH2:21]3)[cH:7][n:8][cH:9][cH:10]2)[cH:28][cH:29][c:30]([N+:32]([O-:33])=[O:34])[cH:31]1.[NH4+:36]>>[F:1][c:2]1[c:3]([O:4][c:5]2[c:6]([C:11]#[C:12][CH2:13][NH:14][C:15](=[O:16])[N:17]3[CH:18]([CH2:22][N:23]4[CH2:24][CH2:25][CH2:26][CH2:27]4)[CH2:19][CH2:20][CH2:21]3)[cH:7][n:8][cH:9][cH:10]2)[cH:28][cH:29][c:30]([NH2:32])[cH:31]1. The reactants are C1(=CC=CC=C1)CCBr (2-phenylethyl bromide), P(OCC)(OCC)OCC (triethyl phosphite). Product: C1(=CC=CC=C1)CCP(OCC)(OCC)=O (Diethyl 2-phenylethylphosphonate). RXN SMILES: [C:1]1([CH2:7][CH2:8]Br)[CH:6]=[CH:5][CH:4]=[CH:3][CH:2]=1.[P:10]([O:17]CC)([O:14][CH2:15][CH3:16])[O:11][CH2:12][CH3:13]>>[C:1]1([CH2:7][CH2:8][P:10](=[O:17])([O:14][CH2:15][CH3:16])[O:11][CH2:12][CH3:13])[CH:6]=[CH:5][CH:4]=[CH:3][CH:2]=1. Reported procedure: In a manner according to Preparation 2 combine 2-phenylethyl bromide and triethyl phosphite. Distill the mixture at reduced pressure (0.15 mm Hg) and collect the fraction distilling at 115°-130° C. to obtain the title compound. Starting materials: resultant solution, CI (Methyl iodide), C([O-])([O-])=O.[K+].[K+] (potassium carbonate), FC=1C=CC(=C(C1)N1C(N(C(NC1=O)=O)CC(=O)OC)=O)[N+](=O)[O-] (methyl 3-(5-fluoro-2-nitrophenyl)tetrahydro-2,4,6-trioxo-s-triazine-1-(2H)-acetate). Run in CN(C=O)C (N,N-dimethylformamide), hexanes, C(C)(=O)OCC.CCOCC (ethyl acetate ether). Run at time 8 hour. Yields the product FC=1C=CC(=C(C1)N1C(N(C(N(C1=O)C)=O)CC(=O)OC)=O)[N+](=O)[O-] (Methyl 3-(5-fluoro-2-nitrophenyl)tetrahydro-5-methyl-2,4,6-trioxo-s-triazine-1(2H)-acetate). RXN SMILES: CI.[C:3](=O)([O-])[O-].[K+].[K+].[F:9][C:10]1[CH:11]=[CH:12][C:13]([N+:30]([O-:32])=[O:31])=[C:14]([N:16]2[C:21](=[O:22])[NH:20][C:19](=[O:23])[N:18]([CH2:24][C:25]([O:27][CH3:28])=[O:26])[C:17]2=[O:29])[CH:15]=1>CN(C)C=O.C(OCC)(=O)C.CCOCC>[F:9][C:10]1[CH:11]=[CH:12][C:13]([N+:30]([O-:32])=[O:31])=[C:14]([N:16]2[C:21](=[O:22])[N:20]([CH3:3])[C:19](=[O:23])[N:18]([CH2:24][C:25]([O:27][CH3:28])=[O:26])[C:17]2=[O:29])[CH:15]=1 |f:1.2.3,6.7|. Reported procedure: Methyl iodide (5.0 mL, 80.31 mmol) and potassium carbonate (11.12 g, 80.45 mmol) are added to a solution of methyl 3-(5-fluoro-2-nitrophenyl)tetrahydro-2,4,6-trioxo-s-triazine-1-(2H)-acetate (25.65 g, 75.40 mmol) in N,N-dimethylformamide. The reaction mixture is stirred at room temperature overnight, concentrated in vacuo and poured into water. The aqueous mixture is extracted with ethyl acetate. The organic extracts are combined, washed sequentially with water, 0.08M sodium metabisulfite soluti... The reactants are [N-]=[N+]=[N-].[Na+] (Sodium azide), C(C1=CC=CC=C1)C1CCN(CC1)CCCOS(=O)(=O)C1=CC=C(C=C1)C (4-benzyl-1-(3-p-toluenesulfonyloxypropyl)piperidine). Solvent: CN(C)C=O (DMF), O (water). Conditions: temperature 80 celsius, time 3 hour. Product: C(C1=CC=CC=C1)C1CCN(CC1)CCCN=[N+]=[N-] (4-Benzyl-1-(3-azidopropyl)piperidine). RXN SMILES: [N-:1]=[N+:2]=[N-:3].[Na+].[CH2:5]([CH:12]1[CH2:17][CH2:16][N:15]([CH2:18][CH2:19][CH2:20]OS(C2C=CC(C)=CC=2)(=O)=O)[CH2:14][CH2:13]1)[C:6]1[CH:11]=[CH:10][CH:9]=[CH:8][CH:7]=1>CN(C=O)C.O>[CH2:5]([CH:12]1[CH2:17][CH2:16][N:15]([CH2:18][CH2:19][CH2:20][N:1]=[N+:2]=[N-:3])[CH2:14][CH2:13]1)[C:6]1[CH:11]=[CH:10][CH:9]=[CH:8][CH:7]=1 |f:0.1|. Procedure details: Sodium azide was added to a solution of 4-benzyl-1-(3-p-toluenesulfonyloxypropyl)piperidine (0.216 g, 0.56 mmol) in DMF (5 mL). The resulting solution was stirred at 80° C. for 3 h then cooled at 25° C., diluted with water (50 mL) and extracted with diethyl ether (2×50 mL). The collected organic phase was washed with water (2×50 mL), dried and concentrated in vacuum to afford crude title compound as an oil (0.15 g). 1H-NMR (CDCl3): 1.2-1.4 (m, 2H), 1.4-1.6 (m, 1H) 1.628 (dd, J=13.2 Hz, 2H), 1. 7... Starting materials: BrCCCC(C)=O (5-Bromo-2-pentanone), N1C=NC=C1 (imidazole). The solvent is C(C)#N (acetonitrile). The product is C(CCC(C)=O)N1C=NC=C1 (1-(n-pentan-4-onyl)imidazole). As a reaction SMILES: Br[CH2:2][CH2:3][CH2:4][C:5](=[O:7])[CH3:6].[NH:8]1[CH:12]=[CH:11][N:10]=[CH:9]1>C(#N)C>[CH2:2]([N:8]1[CH:12]=[CH:11][N:10]=[CH:9]1)[CH2:3][CH2:4][C:5](=[O:7])[CH3:6]. Reported procedure: 5-Bromo-2-pentanone (1.65 g.) and imidazole (3.5 g.) in 15 ml. acetonitrile were stirred at 60° C. for 48 hours and the solvent removed. The residue was chromatographed on silica gel, eluting with 10% methanol in dichloromethane to give 1-(n-pentan-4-onyl)imidazole. This material in 40 ml. methanol was reduced with sodium borohydride in a similar manner to that described in Preparation 2A to give 1-(4-hydroxy-n-pentyl)imidazole.